Dataset: the Open Reaction Database (ORD), a public repository of structured organic reaction records. Task: describe an organic reaction: reactants, conditions, products, and yield Reactants: BrC1=CC(=C(C=C1)O)C(=C)C1=CC=C(C=C1)C (4-bromo-2-[(1-p-tolyl)vinyl]phenol), BrC1=CC(=C(C=C1)O)C(=C)C1=CC=C(C=C1)C (4-bromo-2-[(1-p-tolyl)vinyl]phenol), C1(=CC=CC=C1)P(C1=CC=CC=C1)C1=CC=CC=C1 (triphenylphosphine), C(C)(C)O (isopropanol), CCOC(=O)/N=N/C(=O)OCC (diethylazodicarboxylate). The solvent is O1CCCC1 (tetrahydrofuran). Conditions: time 22.5 hour. Product: BrC1=CC(=C(C=C1)CC(C)=O)C(=C)C1=CC=C(C=C1)C (4-Bromo-1-isopropo y-2-[(1-p-tolyl)vinyl]benzene). Reaction SMILES: [Br:1][C:2]1[CH:7]=[CH:6][C:5](O)=[C:4]([C:9]([C:11]2[CH:16]=[CH:15][C:14]([CH3:17])=[CH:13][CH:12]=2)=[CH2:10])[CH:3]=1.C1(P(C2C=CC=CC=2)C2C=CC=CC=2)C=CC=CC=1.[CH:37]([OH:40])([CH3:39])[CH3:38].CCOC(/N=N/C(OCC)=O)=O>O1CCCC1>[Br:1][C:2]1[CH:7]=[CH:6][C:5]([CH2:38][C:37](=[O:40])[CH3:39])=[C:4]([C:9]([C:11]2[CH:16]=[CH:15][C:14]([CH3:17])=[CH:13][CH:12]=2)=[CH2:10])[CH:3]=1. Reported procedure: To a cold solution (0° C.) of 125 mg (0.4 mmol) of 4-bromo-2-[(1-p-tolyl)vinyl]phenol (Compound R) in 5 mL of tetrahydrofuran was added 125 mg (0.5 mmol) of triphenylphosphine and 0.04 mL (31 mg, 0.5 mmol) of isopropanol followed by 0.07 mL (82 mg, 0.5 mmol) of diethylazodicarboxylate. The dark yellow solution was removed from the ice bath, allowed to warm to ambient temperature on its own and stirred overnight (22.5 hours). The reaction mixture was concentrated in vacuo to a gummy yellow solid.... Reactants: COC(C(=CC1=CC=C(C=C1)SC)N=[N+]=[N-])=O (methyl-2-azido-3-(4-methylthiophenyl)-propenoate). The yield is 61.0%. Run at time 8 hour. The solvent is C=1(C(=CC=CC1)C)C (xylene), C=1(C(=CC=CC1)C)C (xylene). Reported procedure: A solution of methyl-2-azido-3-(4-methylthiophenyl)-propenoate (20.6 g, 83 mmol) in xylene (200 ml) was added dropwise to boiling xylene (250 ml) over a period of 2 hours. The reaction mixture was allowed to heat at reflux temperature for an additional 2 hours, then cooled slowly and placed in a freezer overnight. The solids were filtered, washed with a small amount of CH2Cl2 /hexane (1:3) and dried to give 11.2 g (61.0%) of methyl-6-methylsulfanyl-1H-indole-2-carboxylate. Product: COC(=O)C=1NC2=CC(=CC=C2C1)SC (methyl-6-methylsulfanyl-1H-indole-2-carboxylate). Reaction SMILES: [CH3:1][O:2][C:3](=[O:17])[C:4]([N:14]=[N+]=[N-])=[CH:5][C:6]1[CH:11]=[CH:10][C:9]([S:12][CH3:13])=[CH:8][CH:7]=1>C1(C)C(C)=CC=CC=1>[CH3:1][O:2][C:3]([C:4]1[NH:14][C:11]2[C:6]([CH:5]=1)=[CH:7][CH:8]=[C:9]([S:12][CH3:13])[CH:10]=2)=[O:17]. Starting materials: BrC1=CC=C(C=C1)C1=C(C(=NO1)C)CSCCC1=CC=CC=C1 (5-(4-bromo-phenyl)-3-methyl-4-phenethylsulfanylmethyl-isoxazole), COC(C(C)(C1=CC=C(C=C1)B1OC(C(O1)(C)C)(C)C)C)=O (2-methyl-2-[4-(4,4,5,5-tetramethyl-[1,3,2]dioxaborolan-2-yl)-phenyl]-propionic acid methyl ester). The product is COC(C(C)(C1=CC=C(C=C1)C1=CC=C(C=C1)C1=C(C(=NO1)C)CSCCC1=CC=CC=C1)C)=O (2-Methyl-2-[4′-(3-methyl-4-phenethylsulfanylmethyl-isoxazol-5-yl)-biphenyl-4-yl]-propionic acid methyl ester). RXN SMILES: Br[C:2]1[CH:7]=[CH:6][C:5]([C:8]2[O:12][N:11]=[C:10]([CH3:13])[C:9]=2[CH2:14][S:15][CH2:16][CH2:17][C:18]2[CH:23]=[CH:22][CH:21]=[CH:20][CH:19]=2)=[CH:4][CH:3]=1.[CH3:24][O:25][C:26](=[O:45])[C:27]([CH3:44])([C:29]1[CH:34]=[CH:33][C:32](B2OC(C)(C)C(C)(C)O2)=[CH:31][CH:30]=1)[CH3:28]>>[CH3:24][O:25][C:26](=[O:45])[C:27]([CH3:28])([C:29]1[CH:30]=[CH:31][C:32]([C:2]2[CH:7]=[CH:6][C:5]([C:8]3[O:12][N:11]=[C:10]([CH3:13])[C:9]=3[CH2:14][S:15][CH2:16][CH2:17][C:18]3[CH:23]=[CH:22][CH:21]=[CH:20][CH:19]=3)=[CH:4][CH:3]=2)=[CH:33][CH:34]=1)[CH3:44]. Procedure details: Prepared according to the procedure described in Example 3, Step 5, using 5-(4-bromo-phenyl)-3-methyl-4-phenethylsulfanylmethyl-isoxazole and 2-methyl-2-[4-(4,4,5,5-tetramethyl-[1,3,2]dioxaborolan-2-yl)-phenyl]-propionic acid methyl ester.